From a dataset of the Open Reaction Database (ORD), a public repository of structured organic reaction records. describe an organic reaction: reactants, conditions, products, and yield Yield: 99.1%. Reaction conditions: temperature 50 celsius. RXN SMILES: Br[C:2]1[C:7]([CH:8]=[O:9])=[CH:6][CH:5]=[CH:4][N:3]=1.[CH3:10][O:11][C:12]1[CH:17]=[CH:16][C:15]([C:18]#[CH:19])=[CH:14][CH:13]=1>C(N(CC)CC)C.[Cu]I>[CH3:10][O:11][C:12]1[CH:17]=[CH:16][C:15]([C:18]#[C:19][C:2]2[C:7]([CH:8]=[O:9])=[CH:6][CH:5]=[CH:4][N:3]=2)=[CH:14][CH:13]=1. Starting materials: BrC1=NC=CC=C1C=O (2-bromo-3-pyridinecarboxaldehyde), COC1=CC=C(C=C1)C#C (4′-methoxy phenylacetylene), dichlorobis(triphenylphosphine) palladium (II). The solvent is C(C)N(CC)CC (triethylamine). The product is COC1=CC=C(C=C1)C#CC1=NC=CC=C1C=O (2-(4-methoxy phenylethynyl)pyridine-3-carboxaldehyde). Reagents/catalysts: [Cu]I (copper (I) iodide). Procedure details: To a solution of 2-bromo-3-pyridinecarboxaldehyde (1.86 g, 10 mmol) and 4′-methoxy phenylacetylene (1.58 g, 12 mmol) in triethylamine (40 mL) were added dichlorobis(triphenylphosphine) palladium (II) (140 mg, 2 mol %) and copper (I) iodide (20 mg, 1 mol %). The reaction mixture was heated at 50° C. under nitrogen for 3 h, then cooled to room temperature. The ammonium salt was removed by filtration. The filtrate was concentrated under reduced pressure leaving 2-(4-methoxy phenylethynyl)pyridine-3... Starting materials: ClC1=CC=C(OC2=CC=C3CCOC(=O)C3=C2)C=C1 (7-(4-chlorophenoxy)-3,4-dihydroisocoumarin), BrN1C(CCC1=O)=O (N-bromosuccinimide). Reagents/catalysts: C(C1=CC=CC=C1)(=O)OOC(C1=CC=CC=C1)=O (benzoyl peroxide). Solvent: C(Cl)(Cl)(Cl)Cl (carbon tetrachloride). Conditions: time 1 hour. The product is ClC1=CC=C(OC2=CC=C3C=COC(=O)C3=C2)C=C1 (7-(4-chlorophenoxy)isocoumarin). Isolated yield 73.9%. Reaction SMILES: [Cl:1][C:2]1[CH:19]=[CH:18][C:5]([O:6][C:7]2[CH:17]=[C:16]3[C:10]([CH2:11][CH2:12][O:13][C:14]3=[O:15])=[CH:9][CH:8]=2)=[CH:4][CH:3]=1.BrN1C(=O)CCC1=O>C(Cl)(Cl)(Cl)Cl.C(OOC(=O)C1C=CC=CC=1)(=O)C1C=CC=CC=1>[Cl:1][C:2]1[CH:19]=[CH:18][C:5]([O:6][C:7]2[CH:17]=[C:16]3[C:10]([CH:11]=[CH:12][O:13][C:14]3=[O:15])=[CH:9][CH:8]=2)=[CH:4][CH:3]=1. Reported procedure: A solution of 500 mg of 7-(4-chlorophenoxy)-3,4-dihydroisocoumarin, 325 mg of N-bromosuccinimide and 20 mg of benzoyl peroxide in 20 ml of carbon tetrachloride was refluxed under heating for 2 hours. After finishing the reaction, the mixture was washed with water, dried over anhydrous magnesium sulfate and concentrated in vacuo. The resultant residue was mixed with 10 ml of toluene and 490 mg of 1,8-diazabicyclo[5, 4, 0]undec-7-ene and stirred at room temperature for 1 hour. The toluene was evap... The reactants are CCCCC1=NC2(CCCC2)C(=O)N1Cc1ccc(-c2ccccc2-c2nnnn2C(c2ccccc2)(c2ccccc2)c2ccccc2)cc1, CC(C)=O, Cl, [K+], [OH-], O. Product: CCCCC1=NC2(CCCC2)C(=O)N1Cc1ccc(-c2ccccc2-c2nnn[nH]2)cc1. Reaction SMILES: [CH2:1]([CH2:2][CH2:3][CH3:4])[C:5]1=[N:6][C:7]2([C:8](=[O:47])[N:9]1[CH2:10][c:11]1[cH:12][cH:13][c:14](-[c:17]3[c:18](-[c:23]4[n:24][n:25][n:26][n:27]4[C:28]([c:29]4[cH:30][cH:31][cH:32][cH:33][cH:34]4)([c:35]4[cH:36][cH:37][cH:38][cH:39][cH:40]4)[c:41]4[cH:42][cH:43][cH:44][cH:45][cH:46]4)[cH:19][cH:20][cH:21][cH:22]3)[cH:15][cH:16]1)[CH2:48][CH2:49][CH2:50][CH2:51]2.[CH3:54][C:55](=[O:56])[CH3:57].[ClH:58].[K+:53].[OH-:52].[OH2:59]>>[CH2:1]([CH2:2][CH2:3][CH3:4])[C:5]1=[N:6][C:7]2([C:8](=[O:47])[N:9]1[CH2:10][c:11]1[cH:12][cH:13][c:14](-[c:17]3[c:18](-[c:23]4[nH:24][n:25][n:26][n:27]4)[cH:19][cH:20][cH:21][cH:22]3)[cH:15][cH:16]1)[CH2:48][CH2:49][CH2:50][CH2:51]2. Reactants: ClC1=C(C(=O)NC2=CC(=CC=C2)C2=NN3C(C=CC=C3)=C2C2=NC(=NC=C2)NC2=CC(=CC=C2)F)C=C(C=C1)F (2-Chloro-5-fluoro-N-(3-{3-[2-(3-fluoro-phenylamino)-pyrimidin-4-yl]-pyrazolo[1,5-a]pyridin-2-yl}-phenyl)-benzamide), CN1N=C(C=C1C(=O)Cl)C (1,3-dimethyl-1H-pyrazole-5-carbonyl chloride). The product is FC=1C=C(C=CC1)NC1=NC=CC(=N1)C=1C(=NN2C1C=CC=C2)C=2C=C(C=CC2)NC(=O)C2=CC(=NN2C)C (N-[3-(3-{2-[(3-Fluorophenyl)amino]-4-pyrimidinyl}pyrazolo[1,5-a]pyridin-2-yl)phenyl]-1,3-dimethyl-1H-pyrazole-5-carboxamide). RXN SMILES: ClC1C=[CH:38][C:37](F)=[CH:36][C:3]=1[C:4]([NH:6][C:7]1[CH:12]=[CH:11][CH:10]=[C:9]([C:13]2[C:21]([C:22]3[CH:27]=[CH:26][N:25]=[C:24]([NH:28][C:29]4[CH:34]=[CH:33][CH:32]=[C:31]([F:35])[CH:30]=4)[N:23]=3)=[C:16]3[CH:17]=[CH:18][CH:19]=[CH:20][N:15]3[N:14]=2)[CH:8]=1)=[O:5].[CH3:41][N:42]1C(C(Cl)=O)=CC(C)=[N:43]1>>[F:35][C:31]1[CH:30]=[C:29]([NH:28][C:24]2[N:23]=[C:22]([C:21]3[C:13]([C:9]4[CH:8]=[C:7]([NH:6][C:4]([C:3]5[N:42]([CH3:41])[N:43]=[C:37]([CH3:38])[CH:36]=5)=[O:5])[CH:12]=[CH:11][CH:10]=4)=[N:14][N:15]4[CH:20]=[CH:19][CH:18]=[CH:17][C:16]=34)[CH:27]=[CH:26][N:25]=2)[CH:34]=[CH:33][CH:32]=1. Reported procedure: In an analogous procedure to Example 11, 40 mg of the title compound was prepared from 79 mg of 1,3-dimethyl-1H-pyrazole-5-carbonyl chloride to give the product as a white solid: 1H NMR (d6-DMSO, 300 MHz) δ 2.23 (s, 3H), 4.02 (s, 3H), 6.62 (d, 1H, J=5.2 Hz), 6.77 (td, 1H, J=9.0 and 2.3 Hz), 6.87 (s, 1H), 7.18 (td, 1H, J=6.9 and 1.3 Hz), 7.29-7.38 (m, 2H), 7.48-7.57 (m, 3H), 7.84 (d, 1H, J=10.8 Hz), 7.93 (d, 1H, J=6.4 Hz), 8.11 (s, 1H), 8.36 (d, 1H, J=5.2 Hz), 8.55 (d, 1H, J=8.8 Hz), 8.90 (d, 1H,... Starting materials: mixture, C(=CC1=CC=CC=C1)C1=C(C(=C(C=C1)O)C=CC1=CC=CC=C1)C=CC1=CC=CC=C1 (tristyrylphenol), S(=O)(=O)([O-])[O-] (sulfate). Product: C(CCCCCCCCCCCC)O (tridecyl alcohol). Reaction SMILES: C([C:9]1[CH:14]=[CH:13][C:12]([OH:15])=[C:11]([CH:16]=[CH:17][C:18]2C=[CH:22][CH:21]=[CH:20][CH:19]=2)[C:10]=1C=CC1C=CC=CC=1)=CC1C=CC=CC=1.S([O-])([O-])(=O)=O>>[CH2:12]([OH:15])[CH2:13][CH2:14][CH2:9][CH2:10][CH2:11][CH2:16][CH2:17][CH2:18][CH2:19][CH2:20][CH2:21][CH3:22]. Procedure details: 1% mixture of tristyrylphenol (EO) 8 sulfate and tallowamine (EO) 5 (DV-4636);